This data is from the Open Reaction Database (ORD), a public repository of structured organic reaction records. The task is: describe an organic reaction: reactants, conditions, products, and yield The reactants are O=C([O-])[O-], CCOc1cc(OCC)cc(OC(C)(C(=O)[O-])c2ccc(Br)cc2)c1, CO, [K+], [K+], O. Product: CCOc1cc(OCC)cc(OC(C(=O)O)c2ccc(Br)cc2)c1. Reaction SMILES: [C:27](=[O:28])([O-:29])[O-:30].[CH3:1][C:2]([C:3](=[O:4])[O-:5])([O:6][c:7]1[cH:8][c:9]([O:16][CH2:17][CH3:18])[cH:10][c:11]([O:13][CH2:14][CH3:15])[cH:12]1)[c:19]1[cH:20][cH:21][c:22]([Br:25])[cH:23][cH:24]1.[CH3:33][OH:34].[K+:31].[K+:32].[OH2:26]>>[CH:2]([C:3](=[O:4])[OH:5])([O:6][c:7]1[cH:8][c:9]([O:16][CH2:17][CH3:18])[cH:10][c:11]([O:13][CH2:14][CH3:15])[cH:12]1)[c:19]1[cH:20][cH:21][c:22]([Br:25])[cH:23][cH:24]1. Reactants: Fc1ccc(Br)c(F)c1, CN1CCN(C(=O)C2CC(N)CN2C(=O)OC(C)(C)C)CC1, CC(C)(C)P(c1ccccc1-c1ccccc1)C(C)(C)C, CC(C)(C)[O-], Cc1ccccc1, O=C(C=Cc1ccccc1)C=Cc1ccccc1, O=C(C=Cc1ccccc1)C=Cc1ccccc1, O=C(C=Cc1ccccc1)C=Cc1ccccc1, [Na+], [Pd], [Pd]. Yields the product CN1CCN(C(=O)C2CC(Nc3ccc(F)cc3F)CN2C(=O)OC(C)(C)C)CC1. RXN SMILES: [Br:50][c:51]1[c:52]([F:58])[cH:53][c:54]([F:57])[cH:55][cH:56]1.[C:1](=[O:2])([O:3][C:4]([CH3:5])([CH3:6])[CH3:7])[N:8]1[CH:9]([C:14](=[O:15])[N:16]2[CH2:17][CH2:18][N:19]([CH3:22])[CH2:20][CH2:21]2)[CH2:10][CH:11]([NH2:13])[CH2:12]1.[C:29]([P:30]([C:31]([CH3:32])([CH3:33])[CH3:34])[c:35]1[cH:36][cH:37][cH:38][cH:39][c:40]1-[c:41]1[cH:42][cH:43][cH:44][cH:45][cH:46]1)([CH3:47])([CH3:48])[CH3:49].[CH3:23][C:24]([CH3:25])([O-:26])[CH3:27].[CH3:59][c:60]1[cH:61][cH:62][cH:63][cH:64][cH:65]1.[CH:104](=[CH:105][C:106]([CH:107]=[CH:108][c:109]1[cH:110][cH:111][cH:112][cH:113][cH:114]1)=[O:115])[c:116]1[cH:117][cH:118][cH:119][cH:120][cH:121]1.[CH:68](=[CH:69][C:70]([CH:71]=[CH:72][c:73]1[cH:74][cH:75][cH:76][cH:77][cH:78]1)=[O:79])[c:80]1[cH:81][cH:82][cH:83][cH:84][cH:85]1.[CH:86](=[CH:87][C:88]([CH:89]=[CH:90][c:91]1[cH:92][cH:93][cH:94][cH:95][cH:96]1)=[O:97])[c:98]1[cH:99][cH:100][cH:101][cH:102][cH:103]1.[Na+:28].[Pd:66].[Pd:67]>>[C:1](=[O:2])([O:3][C:4]([CH3:5])([CH3:6])[CH3:7])[N:8]1[CH:9]([C:14](=[O:15])[N:16]2[CH2:17][CH2:18][N:19]([CH3:22])[CH2:20][CH2:21]2)[CH2:10][CH:11]([NH:13][c:51]2[c:52]([F:58])[cH:53][c:54]([F:57])[cH:55][cH:56]2)[CH2:12]1. The reactants are OBO, Brc1ccccc1, FC(F)(F)c1cccc(-c2cc(C(F)(F)F)nc(Cl)n2)c1. The product is FC(F)(F)c1cccc(-c2cc(C(F)(F)F)nc(-c3cccc(Br)c3)n2)c1. Reaction SMILES: [BH:22]([OH:23])[OH:24].[Br:25][c:26]1[cH:27][cH:28][cH:29][cH:30][cH:31]1.[Cl:1][c:2]1[n:3][c:4](-[c:12]2[cH:13][c:14]([C:18]([F:19])([F:20])[F:21])[cH:15][cH:16][cH:17]2)[cH:5][c:6]([C:8]([F:9])([F:10])[F:11])[n:7]1>>[c:2]1(-[c:30]2[cH:29][cH:28][cH:27][c:26]([Br:25])[cH:31]2)[n:3][c:4](-[c:12]2[cH:13][c:14]([C:18]([F:19])([F:20])[F:21])[cH:15][cH:16][cH:17]2)[cH:5][c:6]([C:8]([F:9])([F:10])[F:11])[n:7]1. Reactants: O (water), C1(=CC=CC=C1)C(N1CCC(CC1)CC(=O)O)(C1=CC=CC=C1)C1=CC=CC=C1 (N-triphenylmethyl-4-piperidineacetic acid), C([O-])([O-])=O.[K+].[K+] (potassium carbonate), C(C)Br (ethyl bromide). Solvent: C(C)(=O)OCC (ethyl acetate), CN(C=O)C (N,N-dimethylformamide). Conditions: temperature 90 celsius, time 5 hour. Product: C1(=CC=CC=C1)C(N1CCC(CC1)CC(=O)OCC)(C1=CC=CC=C1)C1=CC=CC=C1 (Ethyl N-triphenylmethyl-4-piperidineacetate). RXN SMILES: [C:1]1([C:7]([C:24]2[CH:29]=[CH:28][CH:27]=[CH:26][CH:25]=2)([C:18]2[CH:23]=[CH:22][CH:21]=[CH:20][CH:19]=2)[N:8]2[CH2:13][CH2:12][CH:11]([CH2:14][C:15]([OH:17])=[O:16])[CH2:10][CH2:9]2)[CH:6]=[CH:5][CH:4]=[CH:3][CH:2]=1.C(=O)([O-])[O-].[K+].[K+].[CH2:36](Br)[CH3:37].O>CN(C)C=O.C(OCC)(=O)C>[C:24]1([C:7]([C:1]2[CH:2]=[CH:3][CH:4]=[CH:5][CH:6]=2)([C:18]2[CH:19]=[CH:20][CH:21]=[CH:22][CH:23]=2)[N:8]2[CH2:13][CH2:12][CH:11]([CH2:14][C:15]([O:17][CH2:36][CH3:37])=[O:16])[CH2:10][CH2:9]2)[CH:25]=[CH:26][CH:27]=[CH:28][CH:29]=1 |f:1.2.3|. Procedure: A suspension of 23.6 g of N-triphenylmethyl-4-piperidineacetic acid, 16.9 g of potassium carbonate and 5.0 ml of ethyl bromide in 230 ml of dried N,N-dimethylformamide was stirred at 90° C. for 5 hours. After cooling, the reaction mixture was added with water and ethyl acetate, and the precipitated crystals were collected by filtration and washed with water to give 20.6 g of colorless crystals. Recrystallization from a mixture of methanol and tetrahydrofuran gave colorless crystals having the me... The reactants are CCCCO, COc1ccc(CN)cc1, CCN(C(C)C)C(C)C, Clc1cc(Cl)ncn1. Product: COc1ccc(CNc2cc(Cl)ncn2)cc1. As a reaction SMILES: [CH2:28]([OH:29])[CH2:30][CH2:31][CH3:32].[CH3:9][O:10][c:11]1[cH:12][cH:13][c:14]([CH2:15][NH2:16])[cH:17][cH:18]1.[CH:19]([N:20]([CH2:21][CH3:22])[CH:23]([CH3:24])[CH3:25])([CH3:26])[CH3:27].[Cl:1][c:2]1[n:3][cH:4][n:5][c:6]([Cl:8])[cH:7]1>>[c:2]1([NH:16][CH2:15][c:14]2[cH:13][cH:12][c:11]([O:10][CH3:9])[cH:18][cH:17]2)[n:3][cH:4][n:5][c:6]([Cl:8])[cH:7]1. The yield is 76.0%. Starting materials: S1C(=CC=2C1=NC=CC2)S(=O)(=O)N (thieno[2,3-b]pyridine-2 Sulfonamide), OO (hydrogen peroxide). Reaction SMILES: [S:1]1[C:5]2=[N:6][CH:7]=[CH:8][CH:9]=[C:4]2[CH:3]=[C:2]1[S:10]([NH2:13])(=[O:12])=[O:11].[OH:14]O>C(O)(=O)C.O>[S:10]([C:2]1[S:1][C:5]2=[N+:6]([O-:14])[CH:7]=[CH:8][CH:9]=[C:4]2[CH:3]=1)(=[O:12])(=[O:11])[NH2:13]. The solvent is C(C)(=O)O (acetic acid), O (water). Procedure details: A mixture of thieno[2,3-b]pyridine-2 Sulfonamide (0.43 g, 2 mmol) and 30% hydrogen peroxide (1.0 ml) in acetic acid (5.0 ml) was stirred at 55° C. for 24 hours. The reaction mixture was diluted with water, chilled and the resulting solid was collected and dried; 0.35 g (76% yield); m.p. 278°-279° C. The product is S(N)(=O)(=O)C1=CC=2C(=[N+](C=CC2)[O-])S1 (2-Sulfamoylthieno[2.3-b]pyridine-7-oxide). Conditions: temperature 55 celsius, time 24 hour. The reactants are [H-].[H-].[H-].[H-].[Li+].[Al+3] (LiAlH4), C(C1=CC=CC=C1)(=O)N1C[C@@H](O[C@H](C1)C)C ((2S,6S)-4-benzoyl-2,6-dimethylmorpholine), [H-].[H-].[H-].[H-].[Li+].[Al+3] (LiAlH4). The solvent is C1CCOC1 (THF). Conditions: temperature 55 celsius. Product: C(C1=CC=CC=C1)N1C[C@@H](O[C@H](C1)C)C ((2S,6S)-4-Benzyl-2,6-dimethylmorpholine). As a reaction SMILES: [C:1]([N:9]1[CH2:14][C@H:13]([CH3:15])[O:12][C@@H:11]([CH3:16])[CH2:10]1)(=O)[C:2]1[CH:7]=[CH:6][CH:5]=[CH:4][CH:3]=1.[H-].[H-].[H-].[H-].[Li+].[Al+3]>C1COCC1>[CH2:1]([N:9]1[CH2:10][C@H:11]([CH3:16])[O:12][C@@H:13]([CH3:15])[CH2:14]1)[C:2]1[CH:3]=[CH:4][CH:5]=[CH:6][CH:7]=1 |f:1.2.3.4.5.6|. Procedure details: (2S,6S)-4-benzoyl-2,6-dimethylmorpholine (759 mg, 3.46 mmol) is dissolved in anhydrous THF (40 mL) and treated with LiAlH4 (1.0M in THF, 6.9 mL, Aldrich). The mixture is stirred with heating at 55° C. for 18 hours. An additional equivalent of LiAlH4 is added and the mixture is stirred with heating at 55° C. for an additional 6 hours. The reaction is quenched by adding water (0.4 mL) followed by 6.0M NaOH (0.4 mL) followed by water (1.2 mL). The white slurry is diluted with Et2O and filtered. The...